This data is from the Open Reaction Database (ORD), a public repository of structured organic reaction records. The task is: describe an organic reaction: reactants, conditions, products, and yield Starting materials: [OH-].[K+] (potassium hydroxide), O (water), CC=1C=CC(=C(C1)CC(=O)O)NC1=C(C(=C(C=C1)Cl)C)Cl (5-Methyl-2-(2′,4′-dichloro-3′-methylanilino)phenylacetic acid). Solvent: CC(=O)C (acetone). Reaction conditions: temperature 55 celsius, time 10 minute. The product is CC=1C=CC(=C(C1)CC(=O)[O-])NC1=C(C(=C(C=C1)Cl)C)Cl.[K+] (Potassium 5-Methyl-2-(2′,4′-dichloro-3′-methylanilino)phenylacetate). Reaction SMILES: [CH3:1][C:2]1[CH:3]=[CH:4][C:5]([NH:12][C:13]2[CH:18]=[CH:17][C:16]([Cl:19])=[C:15]([CH3:20])[C:14]=2[Cl:21])=[C:6]([CH2:8][C:9]([OH:11])=[O:10])[CH:7]=1.[OH-].[K+:23].O>CC(C)=O>[CH3:1][C:2]1[CH:3]=[CH:4][C:5]([NH:12][C:13]2[CH:18]=[CH:17][C:16]([Cl:19])=[C:15]([CH3:20])[C:14]=2[Cl:21])=[C:6]([CH2:8][C:9]([O-:11])=[O:10])[CH:7]=1.[K+:23] |f:1.2,5.6|. Procedure details: A suspension of 5-Methyl-2-(2′,4′-dichloro-3′-methylanilino)phenylacetic acid (15.42 mmoles) in acetone is heated to reflux temperature and allow to stir for 10 min at ca. 55° C. The resulting solution is slightly cooled to 50° C. and filtered hot over Whatman glasfiber filter. The filter is washed with acetone at 50° C. The filtrate is heated to 50° C. and a mixture of potassium hydroxide 45% (14.65 mmoles) (0.95 eq.) and water is dropwise added over ca. 15 min. The dropping funnel is rinsed wi... Reactants: CCN=C=NCCCN(C)C, CN(C)C=O, Cl, Nc1ccccc1CCCC(C(=O)O)N1C(=O)c2ccccc2C1=O. Product: O=C1Nc2ccccc2CCCC1N1C(=O)c2ccccc2C1=O. RXN SMILES: [CH3:27][N:28]([CH3:29])[CH2:30][CH2:31][CH2:32][N:33]=[C:34]=[N:35][CH2:36][CH3:37].[CH3:38][N:39]([CH3:40])[CH:41]=[O:42].[ClH:26].[NH2:1][c:2]1[c:3]([CH2:8][CH2:9][CH2:10][CH:11]([C:12](=[O:13])[OH:14])[N:15]2[C:16](=[O:25])[c:17]3[c:18]([cH:21][cH:22][cH:23][cH:24]3)[C:19]2=[O:20])[cH:4][cH:5][cH:6][cH:7]1>>[NH:1]1[c:2]2[c:3]([cH:4][cH:5][cH:6][cH:7]2)[CH2:8][CH2:9][CH2:10][CH:11]([N:15]2[C:16](=[O:25])[c:17]3[c:18]([cH:21][cH:22][cH:23][cH:24]3)[C:19]2=[O:20])[C:12]1=[O:14]. Reactants: NC1=CC=C(C=C1)C(C)=O (4′-aminoacetophenone), N1=CC=CC=C1 (pyridine), ClC(=O)OCC(C)C (isobutyl chloroformate). Solvent: C1CCOC1 (THF), CCOC(=O)C (EtOAc). Run at time 30 minute. Product: C(C)(=O)C1=CC=C(C=C1)NC(OCC(C)C)=O (2-methylpropyl N-(4-acetylphenyl)carbamate). The yield is 106.7%. RXN SMILES: [NH2:1][C:2]1[CH:7]=[CH:6][C:5]([C:8](=[O:10])[CH3:9])=[CH:4][CH:3]=1.N1C=CC=CC=1.Cl[C:18]([O:20][CH2:21][CH:22]([CH3:24])[CH3:23])=[O:19]>C1COCC1.CCOC(C)=O>[C:8]([C:5]1[CH:6]=[CH:7][C:2]([NH:1][C:18](=[O:19])[O:20][CH2:21][CH:22]([CH3:24])[CH3:23])=[CH:3][CH:4]=1)(=[O:10])[CH3:9]. Procedure: To a 0° solution of 4′-aminoacetophenone (35 g, 259 mmol) in THF (400 mL) was added pyridine (26 mL, 324 mmol) and isobutyl chloroformate (37 mL, 285 mmol). The resulting heterogeneous mixture was stirred at 0° for 30 min and at room temperature for an additional 30 min. The reaction mixture was then diluted with EtOAc, washed serially with 10% (w/v) aqueous citric acid, 4 N aqueous HCl, H2O, saturated aqueous NaHCO3 and brine, then dried (MgSO4) and concentrated under reduced pressure to yield ...